This data is from the Open Reaction Database (ORD), a public repository of structured organic reaction records. The task is: describe an organic reaction: reactants, conditions, products, and yield Reactants: C(C)(C)C1OC2=C(N(C1=O)CC(=O)OC)C=CC=C2 (methyl 3,4-dihydro-2-isopropyl-3-oxo-2H-1,4-benzoxazine-4-acetate), P12(=S)SP3(=S)SP(=S)(S1)SP(=S)(S2)S3 (phosphorus pentasulfide). Run in C1(=CC=CC=C1)C (toluene). The product is C(C)(C)C1OC2=C(N(C1=S)CC(=O)OC)C=CC=C2 (methyl 3,4-dihydro-2-isopropyl-3-thioxo-2H-1,4-benzoxazine-4-acetate). RXN SMILES: [CH:1]([CH:4]1[C:9](=O)[N:8]([CH2:11][C:12]([O:14][CH3:15])=[O:13])[C:7]2[CH:16]=[CH:17][CH:18]=[CH:19][C:6]=2[O:5]1)([CH3:3])[CH3:2].P12(SP3(SP(SP(S3)(S1)=S)(=S)S2)=S)=[S:21]>C1(C)C=CC=CC=1>[CH:1]([CH:4]1[C:9](=[S:21])[N:8]([CH2:11][C:12]([O:14][CH3:15])=[O:13])[C:7]2[CH:16]=[CH:17][CH:18]=[CH:19][C:6]=2[O:5]1)([CH3:3])[CH3:2]. Procedure details: A mixture of methyl 3,4-dihydro-2-isopropyl-3-oxo-2H-1,4-benzoxazine-4-acetate (26.0 g), phosphorus pentasulfide (44.4 g) and toluene (250 ml) was refluxed for 3 hours with heating. After cooling the insoluble matter was removed by filtration, and the solvent was evaporated off. To the residue, isopropyl ether (200 ml) was added and the insoluble matter was removed by filtration. The solvent was evaporated off, and hexane was added to the residue, to give crystals of methyl 3,4-dihydro-2-isoprop... The reactants are [N+](=O)([O-])C1=CC=C(C=C1)S(=O)CCCCOC=1C=C2C=CC(NC2=CC1)=O (6-[4-(4-nitro-phenyl-sulfinyl)-butoxy]-carbostyril), OO (hydrogen peroxide). The solvent is C(=O)O (formic acid). Yields the product [N+](=O)([O-])C1=CC=C(C=C1)S(=O)(=O)CCCCOC=1C=C2C=CC(NC2=CC1)=O (6-[4-(4-Nitrophenyl-sulfonyl)-butoxy]-carbostyril). As a reaction SMILES: [N+:1]([C:4]1[CH:9]=[CH:8][C:7]([S:10]([CH2:12][CH2:13][CH2:14][CH2:15][O:16][C:17]2[CH:18]=[C:19]3[C:24](=[CH:25][CH:26]=2)[NH:23][C:22](=[O:27])[CH:21]=[CH:20]3)=[O:11])=[CH:6][CH:5]=1)([O-:3])=[O:2].[OH:28]O>C(O)=O>[N+:1]([C:4]1[CH:9]=[CH:8][C:7]([S:10]([CH2:12][CH2:13][CH2:14][CH2:15][O:16][C:17]2[CH:18]=[C:19]3[C:24](=[CH:25][CH:26]=2)[NH:23][C:22](=[O:27])[CH:21]=[CH:20]3)(=[O:28])=[O:11])=[CH:6][CH:5]=1)([O-:3])=[O:2]. Reported procedure: Prepared analogous to Example 124 from 6-[4-(4-nitro-phenyl-sulfinyl)-butoxy]-carbostyril and hydrogen peroxide in formic acid. Reactants: ClC=1C=CC(=C(C1)C1=CC(N(C=C1OC)C(C(=O)O)CCOC)=O)C#N (2-[4-(5-chloro-2-cyanophenyl)-5-methoxy-2-oxopyridin-1(2H)-yl]-4-methoxybutanoic acid), NC1=CC=C2C(NNC2=C1)=O (6-amino-1H-indazol-3(2H)-one). The product is ClC=1C=CC(=C(C1)C1=CC(N(C=C1OC)C(C(=O)NC1=CC=C2C(NNC2=C1)=O)CCOC)=O)C#N (2-[4-(5-Chloro-2-cyanophenyl)-5-methoxy-2-oxopyridin-1(2H)-yl]-4-methoxy-N-(3-oxo-2,3-dihydro-1H-indazol-6-yl)butanamide). As a reaction SMILES: [Cl:1][C:2]1[CH:3]=[CH:4][C:5]([C:25]#[N:26])=[C:6]([C:8]2[C:13]([O:14][CH3:15])=[CH:12][N:11]([CH:16]([CH2:20][CH2:21][O:22][CH3:23])[C:17]([OH:19])=O)[C:10](=[O:24])[CH:9]=2)[CH:7]=1.[NH2:27][C:28]1[CH:36]=[C:35]2[C:31]([C:32](=[O:37])[NH:33][NH:34]2)=[CH:30][CH:29]=1>>[Cl:1][C:2]1[CH:3]=[CH:4][C:5]([C:25]#[N:26])=[C:6]([C:8]2[C:13]([O:14][CH3:15])=[CH:12][N:11]([CH:16]([CH2:20][CH2:21][O:22][CH3:23])[C:17]([NH:27][C:28]3[CH:36]=[C:35]4[C:31]([C:32](=[O:37])[NH:33][NH:34]4)=[CH:30][CH:29]=3)=[O:19])[C:10](=[O:24])[CH:9]=2)[CH:7]=1. Procedure details: 150 mg (377 μmol) of 2-[4-(5-chloro-2-cyanophenyl)-5-methoxy-2-oxopyridin-1(2H)-yl]-4-methoxybutanoic acid (racemate) and 65 mg (438 μmol, 1.1 eq.) of 6-amino-1H-indazol-3(2H)-one were reacted according to General Method 1. The crude product was purified by flash chromatography (silica gel 50, dichloromethane/methanol mixtures). Yield: 105 mg (52% of theory) Reactants: C(C)(C)(C)OC(NC=1C=C(C=CC1Cl)C1=CC(=CC=C1)O)=O ((4-chloro-3′-hydroxy-biphenyl-3-yl)-carbamic acid tert-butyl ester). Solvent: Cl (HCl), CC(C)O (i-PrOH). Reaction conditions: time 6 hour. The product is Cl.NC=1C=C(C=CC1Cl)C1=CC(=CC=C1)O (3′-amino-4′-chloro-biphenyl-3-ol hydrochloride). As a reaction SMILES: C(OC(=O)[NH:7][C:8]1[CH:9]=[C:10]([C:15]2[CH:20]=[CH:19][CH:18]=[C:17]([OH:21])[CH:16]=2)[CH:11]=[CH:12][C:13]=1[Cl:14])(C)(C)C>Cl.CC(O)C>[ClH:14].[NH2:7][C:8]1[CH:9]=[C:10]([C:15]2[CH:20]=[CH:19][CH:18]=[C:17]([OH:21])[CH:16]=2)[CH:11]=[CH:12][C:13]=1[Cl:14] |f:3.4|. Reported procedure: A solution of (4-chloro-3′-hydroxy-biphenyl-3-yl)-carbamic acid tert-butyl ester (1.8 g, 5.64 mmol) was dissolved in a solution of HCl in i-PrOH (5-6M, 20 mL). The resulting solution was stirred at RT for 6 hrs then concentrated to provided 3′-amino-4′-chloro-biphenyl-3-ol hydrochloride. The reactants are OCC=1C=C(C=CC1)NC(C1=CC=C(C=C1)OCCCCCCCCCCCCCC)=O (N-[3-(hydroxymethyl)phenyl]-4-(tetradecyloxy)benzamide), [H-].[Al+3].[Li+].[H-].[H-].[H-] (lithium aluminum hydride), [OH-].[Na+] (sodium hydroxide), C(C)(=O)OCC (ethyl acetate). The solvent is O1CCCC1 (tetrahydrofuran), CCOCC (ether). Reaction conditions: time 1 hour. The product is C(CCCCCCCCCCCCC)OC1=CC=C(C=C1)CNC=1C=C(C=CC1)CO (3-[[4-(Tetradecyloxy)phenyl]methyl1aminobenzenemethanol). As a reaction SMILES: [OH:1][CH2:2][C:3]1[CH:4]=[C:5]([NH:9][C:10](=O)[C:11]2[CH:16]=[CH:15][C:14]([O:17][CH2:18][CH2:19][CH2:20][CH2:21][CH2:22][CH2:23][CH2:24][CH2:25][CH2:26][CH2:27][CH2:28][CH2:29][CH2:30][CH3:31])=[CH:13][CH:12]=2)[CH:6]=[CH:7][CH:8]=1.[H-].[Al+3].[Li+].[H-].[H-].[H-].C(OCC)(=O)C.[OH-].[Na+]>O1CCCC1.CCOCC>[CH2:18]([O:17][C:14]1[CH:15]=[CH:16][C:11]([CH2:10][NH:9][C:5]2[CH:4]=[C:3]([CH2:2][OH:1])[CH:8]=[CH:7][CH:6]=2)=[CH:12][CH:13]=1)[CH2:19][CH2:20][CH2:21][CH2:22][CH2:23][CH2:24][CH2:25][CH2:26][CH2:27][CH2:28][CH2:29][CH2:30][CH3:31] |f:1.2.3.4.5.6,8.9|. Reported procedure: To a solution of the N-[3-(hydroxymethyl)phenyl]-4-(tetradecyloxy)benzamide in 80 ml of tetrahydrofuran at 0° C. under argon is added 36.39 ml of 1M lithium aluminum hydride. Stirred at room temperature for 1 hour and refluxed for 7 hours. After stirring overnight and cooling to 0° C., ethyl acetate is added followed by sodium hydroxide solution until a solid forms. The mixture is diluted with ether, filtered and evaporated to a residue which is crystallized from hexane to give 6.7 g of the desi...